This data is from the Open Reaction Database (ORD), a public repository of structured organic reaction records. The task is: describe an organic reaction: reactants, conditions, products, and yield Starting materials: C1(=CC=CC=C1)S(=O)(=O)CC1=NNC(=N1)C1=CC=CC=C1 (3-benzenesulfonylmethyl-5-phenyl-1H-[1,2,4]triazole), N1=CC=C(C=C1)C=CC#N (3-(4-pyridinyl)-2-propenenitrile), CC(C)([O-])C.[K+] (potassium tert-butoxide). The solvent is O1CCCC1 (tetrahydrofuran), O1CCCC1 (tetrahydrofuran). Run at time 18 hour. The product is C1(=CC=CC=C1)C1=NN2C(C=C(C=C2N)C2=CC=NC=C2)=N1 (2-phenyl-7-pyridin-4-yl-[1,2,4]triazolo[1,5-a]pyridin-5-ylamine). The yield is 30.0%. Reaction SMILES: CC(C)([O-])C.[K+].C1(S([CH2:16][C:17]2[N:21]=[C:20]([C:22]3[CH:27]=[CH:26][CH:25]=[CH:24][CH:23]=3)[NH:19][N:18]=2)(=O)=O)C=CC=CC=1.[N:28]1[CH:33]=[CH:32][C:31]([CH:34]=[CH:35][C:36]#[N:37])=[CH:30][CH:29]=1>O1CCCC1>[C:22]1([C:20]2[N:21]=[C:17]3[CH:16]=[C:34]([C:31]4[CH:32]=[CH:33][N:28]=[CH:29][CH:30]=4)[CH:35]=[C:36]([NH2:37])[N:18]3[N:19]=2)[CH:23]=[CH:24][CH:25]=[CH:26][CH:27]=1 |f:0.1|. Procedure details: To a boiling suspension of 78.8 g(0.70 mol) potassium tert-butoxide in 400 ml tetrahydrofuran was slowly added over a period of 5 hours a mixture of 70.1 g (0.23 mol) 3-benzenesulfonylmethyl-5-phenyl-1H-[1,2,4]triazole and 30.5 g (0.23 mol) 3-(4-pyridinyl)-2-propenenitrile in 800 ml tetrahydrofuran. Boiling was continued for 18 hours and then the mixture was cooled to room temperature. Evaporation of the solvent and chromatography on silicael with dichloromethane/methanol 95/5 gave 19.8 g (29%) ... Starting materials: O[C@H]1CNCC1 ((R)-3-hydroxypyrrolidine), O1CCOC2=C1C=CC(=C2)SC2=C(C=C(C=C2)C2=CC=NC=C2)C(F)(F)F (4-(4-(2,3-dihydro-benzo(1,4)dioxin-6-ylsulfanyl)-3-trifluoromethyl-phenyl)-pyridine), OC1CNCC1 (3-hydroxypyrrolidine). The product is title compound, O1CCOC2=C1C=CC(=C2)SC2=C(C=C(C=C2)C2=CC(=NC=C2)N2CC(CC2)O)C(F)(F)F (1-(4-(4-(2,3-Dihydro-benzo(1,4)dioxin-6-ylsulfanyl)-3-trifluoromethyl-phenyl)-pyridin-2-yl)-pyrrolidin-3-ol). As a reaction SMILES: [O:1]1[C:6]2[CH:7]=[CH:8][C:9]([S:11][C:12]3[CH:17]=[CH:16][C:15]([C:18]4[CH:23]=[CH:22][N:21]=[CH:20][CH:19]=4)=[CH:14][C:13]=3[C:24]([F:27])([F:26])[F:25])=[CH:10][C:5]=2[O:4][CH2:3][CH2:2]1.[OH:28][CH:29]1[CH2:33][CH2:32][NH:31][CH2:30]1.O[C@@H]1CCNC1>>[O:1]1[C:6]2[CH:7]=[CH:8][C:9]([S:11][C:12]3[CH:17]=[CH:16][C:15]([C:18]4[CH:19]=[CH:20][N:21]=[C:22]([N:31]5[CH2:32][CH2:33][CH:29]([OH:28])[CH2:30]5)[CH:23]=4)=[CH:14][C:13]=3[C:24]([F:25])([F:26])[F:27])=[CH:10][C:5]=2[O:4][CH2:3][CH2:2]1. Procedure: The title compound was prepared according to the procedures of Example 38E, substituting compound 76 with compound 118 (0.033 g, 0.0779 mmol) and 3-hydroxypyrrolidine with (R)-3-hydroxypyrrolidine. A yellow solid 116 was obtained (0.0353 g, 75%). 1H-NMR (CDCl3, 400 MHz) δ 2.15-2.23 (m, 1H), 2.25-2.31 (m, 1H), 3.78-3.84 (m, 2H), 3.87-3.95 (m, 2H), 4.28-4.34 (m, 4H), 4.72-4.76 (m, 1H), 6.77 (s, 1H), 6.91 (dd, J=1.1 Hz, 6.6 Hz, 1H), 6.95 (d, J=8.1 Hz, 1H), 7.05 (dd, J=2.1 Hz, 8.1 Hz, 1H), 7.10 (d, ... Starting materials: OCC1=CC=2C(C3=CC=CC=C3C(C2C=C1)=O)=O (2-(hydroxymethyl)anthraquinone), CuSO4.5H2O, [NH4+].[OH-] (NH4OH), Cl (HCl). Reagents/catalysts: [Zn] (Zn). Run in CC(C)O (i-PrOH). Yields the product C1=C(C=CC2=CC3=CC=CC=C3C=C12)CO ((2-Anthracenyl)methanol). Reaction SMILES: [OH:1][CH2:2][C:3]1[CH:16]=[CH:15][C:14]2[C:13](=O)[C:12]3[C:7](=[CH:8][CH:9]=[CH:10][CH:11]=3)[C:6](=O)[C:5]=2[CH:4]=1.[NH4+].[OH-].Cl>CC(O)C.[Zn]>[CH:4]1[C:5]2[C:14](=[CH:13][C:12]3[C:7]([CH:6]=2)=[CH:8][CH:9]=[CH:10][CH:11]=3)[CH:15]=[CH:16][C:3]=1[CH2:2][OH:1] |f:1.2|. Procedure: To a 2 L 3-neck flask fitted with condenser, thermometer and overhead stirrer was added 2-(hydroxymethyl)anthraquinone (Aldrich, 20 g, 0.084 mol), Zn dust (Mallinckrodt, 50 g, 0.765 mol), CuSO4.5H2O (Mallinckrodt, 0.5 g), and 28% NH4OH (Mallinckrodt, 600 mL). The temperature was increased to 80°, and the initial dark-red color faded (about 3 h). After refluxing for an additional 30 min, the mixture was filtered. The filtrate was treated with conc. HCl until acidic, and the resulting precipitate ... The reactants are O=S(=O)(c1ccsc1CC=Cc1ccc2c(c1)OCO2)n1cccc1, CC(C)O, [K+], [K], [OH-], O=S(=O)(Cl)Cl, O=[SH](=O)[O-]. The product is O=S(=O)(Cl)c1ccsc1CC=Cc1ccc2c(c1)OCO2. As a reaction SMILES: [CH2:1]1[O:2][c:3]2[cH:4][c:5]([CH:6]=[CH:7][CH2:8][c:9]3[s:10][cH:11][cH:12][c:13]3[S:14](=[O:15])(=[O:16])[n:17]3[cH:18][cH:19][cH:20][cH:21]3)[cH:22][cH:23][c:24]2[O:25]1.[CH:38]([OH:39])([CH3:40])[CH3:41].[K+:27].[K:28].[OH-:26].[S:33]([Cl:34])(=[O:35])([Cl:36])=[O:37].[SH:29](=[O:30])(=[O:31])[O-:32]>>[CH2:1]1[O:2][c:3]2[cH:4][c:5]([CH:6]=[CH:7][CH2:8][c:9]3[s:10][cH:11][cH:12][c:13]3[S:14](=[O:15])(=[O:16])[Cl:36])[cH:22][cH:23][c:24]2[O:25]1. The reactants are OCCCBr, COC(=O)c1ccc(S(=O)(=O)N2CCC(Sc3cc(C(C)(C)C)c(O)c(C(C)(C)C)c3)CC2)n1C, [Cl-], [K+], [K+], [NH4+], O=C([O-])[O-], CN(C)C=O. The product is COC(=O)c1ccc(S(=O)(=O)N2CCC(Sc3cc(C(C)(C)C)c(OCCCO)c(C(C)(C)C)c3)CC2)n1C. As a reaction SMILES: [Br:36][CH2:37][CH2:38][CH2:39][OH:40].[CH3:1][O:2][C:3](=[O:4])[c:5]1[n:6]([CH3:35])[c:7]([S:10](=[O:11])(=[O:12])[N:13]2[CH2:14][CH2:15][CH:16]([S:19][c:20]3[cH:21][c:22]([C:31]([CH3:32])([CH3:33])[CH3:34])[c:23]([OH:30])[c:24]([C:26]([CH3:27])([CH3:28])[CH3:29])[cH:25]3)[CH2:17][CH2:18]2)[cH:8][cH:9]1.[Cl-:47].[K+:41].[K+:42].[NH4+:48].[O-:43][C:44]([O-:45])=[O:46].[O:49]=[CH:50][N:51]([CH3:52])[CH3:53]>>[CH3:1][O:2][C:3](=[O:4])[c:5]1[n:6]([CH3:35])[c:7]([S:10](=[O:11])(=[O:12])[N:13]2[CH2:14][CH2:15][CH:16]([S:19][c:20]3[cH:21][c:22]([C:31]([CH3:32])([CH3:33])[CH3:34])[c:23]([O:30][CH2:37][CH2:38][CH2:39][OH:40])[c:24]([C:26]([CH3:27])([CH3:28])[CH3:29])[cH:25]3)[CH2:17][CH2:18]2)[cH:8][cH:9]1. Starting materials: ClC=1C=C(C=CC1Cl)C(CC=O)C1N(C(C2=CC=CC=C12)=O)CC (3-(3,4-Dichlorophenyl)-3-(2-ethyl-3-oxo-2,3-dihydro-1H-isoindol-1-yl)propionaldehyde), CS(=O)C1=C(C=CC=C1)C1CCNCC1 (4-(2-methylsulfinylphenyl)piperidine). The product is Cl.ClC=1C=C(C=CC1Cl)C(CCN1CCC(CC1)C1=C(C=CC=C1)S(=O)C)C1N(C(C2=CC=CC=C12)=O)CC (3-[1-(3,4-Dichlorophenyl)-3-[4-(2-methylsulfinylphenyl)piperidino)propyl]-2-ethyl-2,3-dihydroisoindol-1-one hydrochloride). Isolated yield 98.6%. As a reaction SMILES: [Cl:1][C:2]1[CH:3]=[C:4]([CH:9]([CH:13]2[C:21]3[C:16](=[CH:17][CH:18]=[CH:19][CH:20]=3)[C:15](=[O:22])[N:14]2[CH2:23][CH3:24])[CH2:10][CH:11]=O)[CH:5]=[CH:6][C:7]=1[Cl:8].[CH3:25][S:26]([C:28]1[CH:33]=[CH:32][CH:31]=[CH:30][C:29]=1[CH:34]1[CH2:39][CH2:38][NH:37][CH2:36][CH2:35]1)=[O:27]>>[ClH:1].[Cl:1][C:2]1[CH:3]=[C:4]([CH:9]([CH:13]2[C:21]3[C:16](=[CH:17][CH:18]=[CH:19][CH:20]=3)[C:15](=[O:22])[N:14]2[CH2:23][CH3:24])[CH2:10][CH2:11][N:37]2[CH2:38][CH2:39][CH:34]([C:29]3[CH:30]=[CH:31][CH:32]=[CH:33][C:28]=3[S:26]([CH3:25])=[O:27])[CH2:35][CH2:36]2)[CH:5]=[CH:6][C:7]=1[Cl:8] |f:2.3|. Reported procedure: 3-(3,4-Dichlorophenyl)-3-(2-ethyl-3-oxo-2,3-dihydro-1H-isoindol-1-yl)propionaldehyde (0.24 g) and 4-(2-methylsulfinylphenyl)piperidine (0.224 g) were coupled using conditions similar to those described Example 1 to give the title compound (0.198 g); mp 150° C. (dec); MS: m/z=571(M+1); NMR (CD3OD): 1.3 (m,3), 2.0 (m,6), 2.6 (m,1), 3.3 (m,12), 5.05 (m,1), 7.28 (m,11). Analysis for C31H34Cl2N2O2S.1.0 HCl.0.9 H2O: Calculated: C, 59.83; H, 5.96; N, 74.50; Found: C, 59.55; H, 5.76; N, 4.89. Reactants: OC(=S)c1ccccc1, O=C([O-])[O-], CS(=O)(=O)OC1CCN(Cc2ccc(Oc3ccccc3)cc2)C1=O, CN(C)C=O, CCOC(C)=O, [Cs+], [Cs+]. Product: O=C(SC1CCN(Cc2ccc(Oc3ccccc3)cc2)C1=O)c1ccccc1. Reaction SMILES: [C:31]([c:32]1[cH:33][cH:34][cH:35][cH:36][cH:37]1)(=[S:38])[OH:39].[C:40](=[O:41])([O-:42])[O-:43].[CH3:1][S:2]([O:3][CH:6]1[C:7](=[O:25])[N:8]([CH2:11][c:12]2[cH:13][cH:14][c:15]([O:18][c:19]3[cH:20][cH:21][cH:22][cH:23][cH:24]3)[cH:16][cH:17]2)[CH2:9][CH2:10]1)(=[O:4])=[O:5].[CH3:26][N:27]([CH3:28])[CH:29]=[O:30].[CH3:46][CH2:47][O:48][C:49](=[O:50])[CH3:51].[Cs+:44].[Cs+:45]>>[CH:6]1([S:38][C:31]([c:32]2[cH:33][cH:34][cH:35][cH:36][cH:37]2)=[O:39])[C:7](=[O:25])[N:8]([CH2:11][c:12]2[cH:13][cH:14][c:15]([O:18][c:19]3[cH:20][cH:21][cH:22][cH:23][cH:24]3)[cH:16][cH:17]2)[CH2:9][CH2:10]1. The reactants are C(C)(C)(C)OC(N[C@@H]1C(OC1)=O)=O ((S)-(2-oxooxetan-3-yl)carbamic acid tert-butyl ester), C1(=CC=C(C=C1)S(=O)(=O)O)C (p-toluenesulphonic acid), O=P12OP3(=O)OP(=O)(O1)OP(=O)(O2)O3 (P2O5), FC(C(=O)O)(F)F (trifluoroacetic acid). Reaction conditions: temperature 0 celsius, time 15 minute. Product: O=C1OC[C@@H]1[NH3+].C1(=CC=C(C=C1)S(=O)(=O)[O-])C ((S)-2-oxooxetan-3-yl-ammonium 4-toluenesulphonate). Yield: 81.0%. As a reaction SMILES: C(OC(=O)[NH:7][C@H:8]1[CH2:11][O:10][C:9]1=[O:12])(C)(C)C.[C:14]1([CH3:24])[CH:19]=[CH:18][C:17]([S:20]([OH:23])(=[O:22])=[O:21])=[CH:16][CH:15]=1.O=P12OP3(OP(OP(O3)(O1)=O)(=O)O2)=O.FC(F)(F)C(O)=O>>[O:12]=[C:9]1[C@@H:8]([NH3+:7])[CH2:11][O:10]1.[C:14]1([CH3:24])[CH:15]=[CH:16][C:17]([S:20]([O-:23])(=[O:21])=[O:22])=[CH:18][CH:19]=1 |f:4.5|. Procedure: To a stirred mixture of 2 (1.34 mmol) and anhydrous p-toluenesulphonic acid (72 h under vacuum in the presence of P2O5) (1.43 mmol), kept at 0° C. under N2, trifluoroacetic acid (3 mL) was added dropwise in the course of 10 min. The solution was reacted under stirring at 0° C. for 15 min, allowed to reach room temperature, and concentrated at a temperature below 30° C. The oily residue was kept under vacuum for 1 h, and the resulting white solid triturated and washed with dry diethyl ether, then... Starting materials: COC1=CC=C(C=C1)NN=CC1=CC=CC=C1 (benzaldehyde p-methoxyphenylhydrazone), ClC1=NC=NC2=CC(=CC=C12)Cl (4,7-dichloroquinazoline). Product: Cl.ClC1=CC=C2C(=NC=NC2=C1)N(N=CC1=CC=CC=C1)C1=CC=C(C=C1)OC (benzaldehyde N1 -(7-chloroquinazolin-4-yl)-p-methoxyphenylhydrazone hydrochloride). Reaction SMILES: [CH3:1][O:2][C:3]1[CH:8]=[CH:7][C:6]([NH:9][N:10]=[CH:11][C:12]2[CH:17]=[CH:16][CH:15]=[CH:14][CH:13]=2)=[CH:5][CH:4]=1.[Cl:18][C:19]1[C:28]2[C:23](=[CH:24][C:25]([Cl:29])=[CH:26][CH:27]=2)[N:22]=[CH:21][N:20]=1>>[ClH:18].[Cl:29][C:25]1[CH:24]=[C:23]2[C:28]([C:19]([N:9]([C:6]3[CH:5]=[CH:4][C:3]([O:2][CH3:1])=[CH:8][CH:7]=3)[N:10]=[CH:11][C:12]3[CH:17]=[CH:16][CH:15]=[CH:14][CH:13]=3)=[N:20][CH:21]=[N:22]2)=[CH:27][CH:26]=1 |f:2.3|. Reported procedure: The starting materials were obtained as described in Example 18 for acetaldehyde N1 -(7-chloroquinazolin-4-yl)-p-methoxyphenylhydrazone hydrochloride. Thus, from acetone p-methoxyphenylhydrazone and 4,7-dichloroquinazoline, there was obtained acetone N1 -(7-chloroquinazolin-4-yl)-p-methoxyphenylhydrazone hydrochloride [this compound was unstable; the free base was shown to be pure by TLC (system C) when first isolated, but it decomposed on keeping] and from benzaldehyde p-methoxyphenylhydrazone ...